The task is: describe an organic reaction: reactants, conditions, products, and yield. This data is from the Open Reaction Database (ORD), a public repository of structured organic reaction records. Reactants: N(N)C1=NC=C(C(=O)NC2=CC=C(C=C2)C(F)(F)F)C=C1 (6-Hydrazino-N-[4-(trifluoromethyl)phenyl]nicotinamide), C(C)(=O)NC(C(=O)OCC)C(C)=O (ethyl 2-acetamido-3-oxobutanoate). Run in C(C)O (ethanol). Product: C(C)(=O)NC1=C(NN(C1=O)C1=NC=C(C(=O)NC2=CC=C(C=C2)C(F)(F)F)C=C1)C (6-(4-Acetamido-3-methyl-5-oxo-2,5-dihydro-1H-pyrazol-1-yl)-N-[4-(trifluoromethyl)phenyl]nicotinamide). The yield is 45.6%. Reaction SMILES: [NH:1]([C:3]1[CH:21]=[CH:20][C:6]([C:7]([NH:9][C:10]2[CH:15]=[CH:14][C:13]([C:16]([F:19])([F:18])[F:17])=[CH:12][CH:11]=2)=[O:8])=[CH:5][N:4]=1)[NH2:2].[C:22]([NH:25][CH:26]([C:32](=O)[CH3:33])[C:27](OCC)=[O:28])(=[O:24])[CH3:23]>C(O)C>[C:22]([NH:25][C:26]1[C:27](=[O:28])[N:1]([C:3]2[CH:21]=[CH:20][C:6]([C:7]([NH:9][C:10]3[CH:11]=[CH:12][C:13]([C:16]([F:19])([F:17])[F:18])=[CH:14][CH:15]=3)=[O:8])=[CH:5][N:4]=2)[NH:2][C:32]=1[CH3:33])(=[O:24])[CH3:23]. Procedure details: 6-Hydrazino-N-[4-(trifluoromethyl)phenyl]nicotinamide (0.31 g) and ethyl 2-acetamido-3-oxobutanoate (0.24 g) were suspended in ethanol (25 mL), and the suspension was heated to reflux for 23 hours. The reaction solution was cooled to room temperature, and the obtained solid was collected by filtration and washed with ethanol. The solid was dried under reduced pressure to obtain the title compound (0.20 g) as a white solid (yield: 46%). Procedure details: 14.6 g (40 mmol) of 2-benzyl-2-dimethylamino-1-(4-morpholinophenyl)-1-butanone, 750 mg (0.8 mmol) of RuH2 (CO) (PPh3)3 and 13.4 ml (88 mmol) of vinyltrimethoxysilane were dissolved in 50 ml of toluene and degased using N2. After heating with stirring at reflux for 41 hours, the solvent was distilled off and the product was chromatographed (silica gel, CH2Cl2 /ethyl acetate). 13.8 g (67%) of dark red oil were obtained which were purified by boiling in heptane with active charcoal followed by filt... The yield is 67.0%. As a reaction SMILES: [CH2:1]([C:8]([N:25]([CH3:27])[CH3:26])([CH2:23][CH3:24])[C:9]([C:11]1[CH:16]=[CH:15][C:14]([N:17]2[CH2:22][CH2:21][O:20][CH2:19][CH2:18]2)=[CH:13][CH:12]=1)=[O:10])[C:2]1[CH:7]=[CH:6][CH:5]=[CH:4][CH:3]=1.[CH:28]([Si:30]([O:35][CH3:36])([O:33][CH3:34])[O:31][CH3:32])=[CH2:29]>C1(C)C=CC=CC=1>[CH2:1]([C:8]([N:25]([CH3:27])[CH3:26])([CH2:23][CH3:24])[C:9]([C:11]1[CH:16]=[CH:15][C:14]([N:17]2[CH2:18][CH2:19][O:20][CH2:21][CH2:22]2)=[CH:13][C:12]=1[CH2:29][CH2:28][Si:30]([O:35][CH3:36])([O:33][CH3:34])[O:31][CH3:32])=[O:10])[C:2]1[CH:7]=[CH:6][CH:5]=[CH:4][CH:3]=1. Yields the product C(C1=CC=CC=C1)C(C(=O)C1=C(C=C(C=C1)N1CCOCC1)CC[Si](OC)(OC)OC)(CC)N(C)C (2-benzyl-2-dimethylamino-1-[2-(2-trimethoxysilylethyl)-4morpholinophenyl]-1-butanone). Reactants: C(C1=CC=CC=C1)C(C(=O)C1=CC=C(C=C1)N1CCOCC1)(CC)N(C)C (2-benzyl-2-dimethylamino-1-(4-morpholinophenyl)-1-butanone), RuH2, C(=C)[Si](OC)(OC)OC (vinyltrimethoxysilane). The solvent is C1(=CC=CC=C1)C (toluene). Starting materials: BrC1=CC=C2C=C(C(=C(C2=C1)C1=CC=C(C=C1)Cl)C(C(=O)OCC)OC(C)(C)C)C (ethyl 2-(7-bromo-1-(4-chlorophenyl)-3-methylnaphthalen-2-yl)-2-tert-butoxyacetate), 2.6u, CC#N.O (MeCN H2O), CC1(OB(OC1(C)C)C=C(C)C)C (4,4,5,5-tetramethyl-2-(2-methylprop-1-enyl)-1,3,2-dioxaborolane), C(=O)([O-])[O-].[K+].[K+] (K2CO3). Solvent: O (water), C(C)O (ethanol), C1(=CC=CC=C1)C (toluene). Yields the product C(C)(C)(C)OC(C(=O)O)C1=C(C2=CC(=CC=C2C=C1C)C=C(C)C)C1=CC=C(C=C1)Cl (2-tert-butoxy-2-(1-(4-chlorophenyl)-3-methyl-7-(2-methylprop-1-enyl)naphthalen-2-yl)acetic acid). As a reaction SMILES: Br[C:2]1[CH:11]=[C:10]2[C:5]([CH:6]=[C:7]([CH3:30])[C:8]([CH:19]([O:25][C:26]([CH3:29])([CH3:28])[CH3:27])C(OCC)=O)=[C:9]2[C:12]2[CH:17]=[CH:16][C:15]([Cl:18])=[CH:14][CH:13]=2)=[CH:4][CH:3]=1.[CH3:31][C:32]1([CH3:43])[C:36](C)(C)OB(C=C(C)C)O1.[C:44]([O-:47])([O-])=[O:45].[K+].[K+].CC#N.O>C1(C)C=CC=CC=1.C(O)C.O>[C:26]([O:25][CH:19]([C:8]1[C:7]([CH3:30])=[CH:6][C:5]2[C:10](=[CH:11][C:2]([CH:31]=[C:32]([CH3:43])[CH3:36])=[CH:3][CH:4]=2)[C:9]=1[C:12]1[CH:17]=[CH:16][C:15]([Cl:18])=[CH:14][CH:13]=1)[C:44]([OH:47])=[O:45])([CH3:27])([CH3:28])[CH3:29] |f:2.3.4,5.6|. Procedure details: 2-tert-Butoxy-2-(1-(4-chlorophenyl)-3-methyl-7-(2-methylprop-1-enyl)naphthalen-2-yl)acetic acid (77) was prepared by the method of Example 67 from ethyl 2-(7-bromo-1-(4-chlorophenyl)-3-methylnaphthalen-2-yl)-2-tert-butoxyacetate using 4,4,5,5-tetramethyl-2-(2-methylprop-1-enyl)-1,3,2-dioxaborolane and K2CO3 instead of triethylamine, and toluene, ethanol, water as a solvent mixture. 1H-NMR: 400 MHz, (CD3OD) δ: 7.69 (d, J=8 Hz, 1H), 7.61 (s, 1H), 7.54 (m, 3H), 7.27 (m, 2H), 7.02 (s, 1H), 6.23 (s, ... The reactants are C(C1=CC=CC=C1)OC=1C(=C2C=CN(C2=CC1)S(=O)(=O)C1=CC=CC=C1)CN1CCN(CC1)C(=O)OC(C)(C)C (tert-Butyl 4-{[5-(benzyloxy)-1-(phenylsulfonyl)-1H-indol-4-yl]methyl}piperazine-1-carboxylate), C(C1=CC=CC=C1)OC=1C(=C2C=CN(C2=CC1)S(=O)(=O)C1=CC=CC=C1)CN1CCN(CC1)C(=O)OC(C)(C)C (tert-Butyl 4-{[5-(benzyloxy)-1-(phenylsulfonyl)-1H-indol-4-yl]methyl}piperazine-1-carboxylate), C(=O)(C(F)(F)F)O.ClCCl (TFA dichlorometane). Product: C(C1=CC=CC=C1)OC=1C(=C2C=CN(C2=CC1)S(=O)(=O)C1=CC=CC=C1)CN1CCNCC1 (5-(Benzyloxy)-1-(phenylsulfonyl)-4-(piperazin-1-ylmethyl)-1H-indole). Yield: 41.2%. RXN SMILES: [CH2:1]([O:8][C:9]1[C:10]([CH2:27][N:28]2[CH2:33][CH2:32][N:31](C(OC(C)(C)C)=O)[CH2:30][CH2:29]2)=[C:11]2[C:15](=[CH:16][CH:17]=1)[N:14]([S:18]([C:21]1[CH:26]=[CH:25][CH:24]=[CH:23][CH:22]=1)(=[O:20])=[O:19])[CH:13]=[CH:12]2)[C:2]1[CH:7]=[CH:6][CH:5]=[CH:4][CH:3]=1.C(O)(C(F)(F)F)=O.ClCCl>>[CH2:1]([O:8][C:9]1[C:10]([CH2:27][N:28]2[CH2:33][CH2:32][NH:31][CH2:30][CH2:29]2)=[C:11]2[C:15](=[CH:16][CH:17]=1)[N:14]([S:18]([C:21]1[CH:26]=[CH:25][CH:24]=[CH:23][CH:22]=1)(=[O:20])=[O:19])[CH:13]=[CH:12]2)[C:2]1[CH:7]=[CH:6][CH:5]=[CH:4][CH:3]=1 |f:1.2|. Procedure: tert-Butyl 4-{[5-(benzyloxy)-1-(phenylsulfonyl)-1H-indol-4-yl]methyl}piperazine-1-carboxylate (30 mg, 0.05 mmol, Intermediate 63) was stirred with a 50/50 mixture of TFA/dichlorometane (3 mL) in room temperature for four hours. The solvent was removed at reduced pressure and the crude was purified on a preparative HPLC, method B, to give 9.5 mg (40%) of a colorless oil. MS (ESI+) for C26H27N3O3S m/z 462 (M+H)+. Starting materials: C(C)[SiH](CC)CC (Triethylsilane), FC(C(=O)O)(F)F (trifluoroacetic acid), C(C1=CC=CC=C1)C1CC(C2=CC=CC=C12)(O)C=1N=CN(C1)C(C1=CC=CC=C1)(C1=CC=CC=C1)C1=CC=CC=C1 (3-benzyl-1-(1-trityl-1H-imidazol-4-yl)indan-1-ol). Run in ClCCl (dichloromethane). Reaction conditions: time 20 hour. Yields the product C(C1=CC=CC=C1)C1C=C(C2=CC=CC=C12)C=1N=CNC1 (4-(3-benzyl-3H-inden-1-yl)-1H-imidazole). RXN SMILES: C([SiH](CC)CC)C.FC(F)(F)C(O)=O.[CH2:15]([CH:22]1[C:30]2[C:25](=[CH:26][CH:27]=[CH:28][CH:29]=2)[C:24]([C:32]2[N:33]=[CH:34][N:35](C(C3C=CC=CC=3)(C3C=CC=CC=3)C3C=CC=CC=3)[CH:36]=2)(O)[CH2:23]1)[C:16]1[CH:21]=[CH:20][CH:19]=[CH:18][CH:17]=1>ClCCl>[CH2:15]([CH:22]1[C:30]2[C:25](=[CH:26][CH:27]=[CH:28][CH:29]=2)[C:24]([C:32]2[N:33]=[CH:34][NH:35][CH:36]=2)=[CH:23]1)[C:16]1[CH:17]=[CH:18][CH:19]=[CH:20][CH:21]=1. Reported procedure: Triethylsilane (1 ml, 0.728 g, 6.26 mmol) and trifluoroacetic acid (1.9 ml, 2.81 g, 24.7 mmol) were added to the solution of 3-benzyl-1-(1-trityl-1H-imidazol-4-yl)indan-1-ol (0.387 g, 0.73 mmol) in dichloromethane (13 ml). The reaction was stirred at room temperature for 20 hr. Then the reaction was quenched with water and made basic with the 2 M sodium hydroxide solution. The dichloromethane layer was washed with water and dried over sodium sulfate. The solvent was removed under reduced pressur...